From a dataset of the Open Reaction Database (ORD), a public repository of structured organic reaction records. describe an organic reaction: reactants, conditions, products, and yield Starting materials: Br, CCO, [Na+], [OH-], O=C1Cc2ccccc2C(=C2CCN(CCOCCOCCO)CC2)c2ccsc21. The product is OCCOCCOCCN1CCC(=C2c3ccccc3CC(O)c3sccc32)CC1. Reaction SMILES: [BrH:1].[CH3:34][CH2:35][OH:36].[Na+:33].[OH-:32].[OH:2][CH2:3][CH2:4][O:5][CH2:6][CH2:7][O:8][CH2:9][CH2:10][N:11]1[CH2:12][CH2:13][C:14](=[C:17]2[c:18]3[c:19]([cH:28][cH:29][cH:30][cH:31]3)[CH2:20][C:21](=[O:27])[c:22]3[s:23][cH:24][cH:25][c:26]32)[CH2:15][CH2:16]1>>[OH:2][CH2:3][CH2:4][O:5][CH2:6][CH2:7][O:8][CH2:9][CH2:10][N:11]1[CH2:12][CH2:13][C:14](=[C:17]2[c:18]3[c:19]([cH:28][cH:29][cH:30][cH:31]3)[CH2:20][CH:21]([OH:27])[c:22]3[s:23][cH:24][cH:25][c:26]32)[CH2:15][CH2:16]1. Reactants: O=C1CC(N(CC1)C(=O)OCC[Si](C)(C)C)C=C (2-(trimethylsilyl)ethyl 4-oxo-2-vinylpiperidine-1-carboxylate), CCCC[N+](CCCC)(CCCC)CCCC.[F-] (TBAF). Solvent: O1CCCC1 (tetrahydrofuran). Conditions: temperature 0 celsius, time 30 minute. The product is C(=C)C1NCCC(C1)=O (2-vinylpiperidin-4-one). Reaction SMILES: [O:1]=[C:2]1[CH2:7][CH2:6][N:5](C(OCC[Si](C)(C)C)=O)[CH:4]([CH:17]=[CH2:18])[CH2:3]1.CCCC[N+](CCCC)(CCCC)CCCC.[F-]>O1CCCC1>[CH:17]([CH:4]1[CH2:3][C:2](=[O:1])[CH2:7][CH2:6][NH:5]1)=[CH2:18] |f:1.2|. Procedure details: 2-(trimethylsilyl)ethyl 4-oxo-2-vinylpiperidine-1-carboxylate (24.1 g, 89.0 mmol) was dissolved in tetrahydrofuran (90 ml) at 0° C. and added TBAF (268 ml, 268 mmol) dropwise. The solution stirred at 0° C. for 30 min then at rt for an additional three hrs. The solution was quenched with 1N HCl and extracted five times with EtOAc. The organic fractions were combined, dried with Na2SO4, and concentrated. The crude product was not purified. Reactants: C1(=CC=CC=C1)CCCN1CCC(CC1)CS/C=C/C1=CC2=CN=C3C=CC=C(S1)N32 ((E)-4-[2-[1-(3-phenylpropan-1-yl)piperidin-4-ylmethylthio]-vinyl]-5-thia-1,8b-diazaacenaphthylene), Cl (hydrochloric acid). The solvent is CO (methanol). Reaction conditions: time 10 minute. Yields the product Cl.Cl.C1(=CC=CC=C1)CCCN1CCC(CC1)CS/C=C/C1=CC2=CN=C3C=CC=C(S1)N32 ((E)-4-[2-[1-(3-phenylpropan-1-yl)-piperidin-4-ylmethylthio]vinyl]-5-thia-1,8b-diazaacenaphthylene dihydrochloride). RXN SMILES: [C:1]1([CH2:7][CH2:8][CH2:9][N:10]2[CH2:15][CH2:14][CH:13]([CH2:16][S:17]/[CH:18]=[CH:19]/[C:20]3[S:30][C:29]4[N:31]5[C:22](=[CH:23][N:24]=[C:25]5[CH:26]=[CH:27][CH:28]=4)[CH:21]=3)[CH2:12][CH2:11]2)[CH:6]=[CH:5][CH:4]=[CH:3][CH:2]=1.[ClH:32]>CO>[ClH:32].[ClH:32].[C:1]1([CH2:7][CH2:8][CH2:9][N:10]2[CH2:11][CH2:12][CH:13]([CH2:16][S:17]/[CH:18]=[CH:19]/[C:20]3[S:30][C:29]4[N:31]5[C:22](=[CH:23][N:24]=[C:25]5[CH:26]=[CH:27][CH:28]=4)[CH:21]=3)[CH2:14][CH2:15]2)[CH:2]=[CH:3][CH:4]=[CH:5][CH:6]=1 |f:3.4.5|. Procedure: In 2 ml of methanol was dissolved 0.233 g of (E)-4-[2-[1-(3-phenylpropan-1-yl)piperidin-4-ylmethylthio]-vinyl]-5-thia-1,8b-diazaacenaphthylene, followed by addition of a stoichiometric excess of methanolic hydrochloric acid, and the mixture was stirred for 10 minutes. This reaction mixture was concentrated to provide the title compound. Reactants: [N+](=O)(O)[O-] (nitric acid), CN1N=C(C=C1)N1C(N(CC1)C(=O)OC(C)(C)C)=O (tert-butyl 3-(1-methyl-1H-pyrazol-3-yl)-2-oxoimidazolidine-1-carboxylate), [OH-].[Na+] (sodium hydroxide). Solvent: O (water), C(C)(=O)OC(C)=O (acetic anhydride), C(C)(=O)OC(C)=O (acetic anhydride). Run at time 5 minute. Product: CN1N=C(C(=C1)[N+](=O)[O-])N1C(N(CC1)C(=O)OC(C)(C)C)=O (tert-butyl 3-(1-methyl-4-nitro-1H-pyrazol-3-yl)-2-oxoimidazolidine-1-carboxylate). As a reaction SMILES: [N+:1]([O-:4])(O)=[O:2].[CH3:5][N:6]1[CH:10]=[CH:9][C:8]([N:11]2[CH2:15][CH2:14][N:13]([C:16]([O:18][C:19]([CH3:22])([CH3:21])[CH3:20])=[O:17])[C:12]2=[O:23])=[N:7]1.[OH-].[Na+]>C(OC(=O)C)(=O)C.O>[CH3:5][N:6]1[CH:10]=[C:9]([N+:1]([O-:4])=[O:2])[C:8]([N:11]2[CH2:15][CH2:14][N:13]([C:16]([O:18][C:19]([CH3:21])([CH3:20])[CH3:22])=[O:17])[C:12]2=[O:23])=[N:7]1 |f:2.3|. Procedure details: To acetic anhydride (30 mL) was added fuming nitric acid (3.77 mL) under ice-cooling, and the mixture was stirred for 5 min. The obtained solution was added dropwise to a solution of tert-butyl 3-(1-methyl-1H-pyrazol-3-yl)-2-oxoimidazolidine-1-carboxylate (12.1 g) in acetic anhydride (60 mL) under ice-cooling, and the mixture was stirred at 0° C. for 30 min. The reaction mixture was diluted with water, and the mixture was neutralized with 8M aqueous sodium hydroxide solution, and extracted with ... The reactants are [N+](=O)([O-])C=1C=C(C=CC1)C1CC(NC2=C3C(=CC=C12)C=CC=C3)=O (4-(3-Nitro-phenyl)-3,4-dihydro-1H-benzo[h]quinolin-2-one), O.NN (hydrazine hydrate). Reagents/catalysts: [Pd] (Pd/C). The solvent is C(C)O (ethanol). The product is NC=1C=C(C=CC1)C1CC(NC2=C3C(=CC=C12)C=CC=C3)=O (4-(3-Amino-phenyl)-3,4-dihydro-1H-benzo[h]quinolin-2-one). Yield: 85.0%. RXN SMILES: [N+:1]([C:4]1[CH:5]=[C:6]([CH:10]2[C:19]3[C:14](=[C:15]4[CH:23]=[CH:22][CH:21]=[CH:20][C:16]4=[CH:17][CH:18]=3)[NH:13][C:12](=[O:24])[CH2:11]2)[CH:7]=[CH:8][CH:9]=1)([O-])=O.O.NN>C(O)C.[Pd]>[NH2:1][C:4]1[CH:5]=[C:6]([CH:10]2[C:19]3[C:14](=[C:15]4[CH:23]=[CH:22][CH:21]=[CH:20][C:16]4=[CH:17][CH:18]=3)[NH:13][C:12](=[O:24])[CH2:11]2)[CH:7]=[CH:8][CH:9]=1 |f:1.2|. Reported procedure: To a stirred suspension of 4-(3-Nitro-phenyl)-3,4-dihydro-1H-benzo[h]quinolin-2-one (1.0 g, 3.14 mmol) and 10% Pd/C (0.10 g) in ethanol (50 ml) was slowly added hydrazine hydrate (0.40 g, 12.6 mmol). The solution was refluxed for 2 hr and the catalyst separated by filtration. The filtrate was concentrated in vacuo to 20 ml and the solution stored in a refrigerator overnight. The precipitate was separated by filtration, washed with small amount of ethanol and vacuum dried to afford the product (0... Reactants: FC(C1=C(CN2CCC(CC2)\C=C/2\C(=NC(S2)=O)NCC#C)C=CC(=C1)C(F)(F)F)(F)F ((5Z)-5-({1-[2,4-bis(trifluoromethyl)benzyl]piperidin-4-yl}methylidene)-4-(prop-2-yn-1-ylamino)-1,3-thiazol-2(5H)-one), P(O)(O)(O)=O (phosphoric acid). Run in C(C)O (ethanol). Run at temperature 60 celsius, time 1 hour. Yields the product P(=O)(O)(O)O.FC(C1=C(CN2CCC(CC2)\C=C/2\C(=NC(S2)=O)NCC#C)C=CC(=C1)C(F)(F)F)(F)F ((5Z)-5-({1-[2,4-bis(trifluoromethyl)benzyl]piperidin-4-yl}methylidene)-4-(prop-2-yn-1-ylamino)-1,3-thiazol-2(5H)-one phosphate). Reaction SMILES: [F:1][C:2]([F:32])([F:31])[C:3]1[CH:26]=[C:25]([C:27]([F:30])([F:29])[F:28])[CH:24]=[CH:23][C:4]=1[CH2:5][N:6]1[CH2:11][CH2:10][CH:9](/[CH:12]=[C:13]2/[C:14]([NH:19][CH2:20][C:21]#[CH:22])=[N:15][C:16](=[O:18])[S:17]/2)[CH2:8][CH2:7]1.[P:33](=[O:37])([OH:36])([OH:35])[OH:34]>C(O)C>[P:33]([OH:37])([OH:36])([OH:35])=[O:34].[F:32][C:2]([F:1])([F:31])[C:3]1[CH:26]=[C:25]([C:27]([F:29])([F:30])[F:28])[CH:24]=[CH:23][C:4]=1[CH2:5][N:6]1[CH2:7][CH2:8][CH:9](/[CH:12]=[C:13]2/[C:14]([NH:19][CH2:20][C:21]#[CH:22])=[N:15][C:16](=[O:18])[S:17]/2)[CH2:10][CH2:11]1 |f:3.4|. Procedure: To a solution of (5Z)-5-({1-[2,4-bis(trifluoromethyl)benzyl]piperidin-4-yl}methylidene)-4-(prop-2-yn-1-ylamino)-1,3-thiazol-2(5H)-one (1 g) in ethanol (15 mL) was added phosphoric acid (0.14 mL). The reaction mixture was stirred at 60° C. for 1 hr, the solvent was evaporated under reduced pressure, and the residue was recrystallized from ethanol/heptane. The crystals were suspended in ethyl acetate at 65° C., and the precipitate was is collected by filtration to give the title compound (0.95 g).